Dataset: the Open Reaction Database (ORD), a public repository of structured organic reaction records. Task: describe an organic reaction: reactants, conditions, products, and yield Reactants: C1(=CN2CCCC3=CC=CC1=C23)/C=C/C#N ((E)-3-(5,6-dihydro-4H-pyrrolo[3,2,1-ij]quinolin-1-yl)-acrylonitrile), [H][H] (hydrogen). Reagents/catalysts: [Pd] (Pd—C). The solvent is CO (methanol). Yields the product C1(=CN2CCCC3=CC=CC1=C23)CCC#N (3-(5,6-dihydro-4H-pyrrolo[3,2,1-ij]quinolin-1-yl)-propionitrile), solid. Reaction SMILES: [C:1]1(/[CH:13]=[CH:14]/[C:15]#[N:16])[C:11]2=[C:12]3[C:7](=[CH:8][CH:9]=[CH:10]2)[CH2:6][CH2:5][CH2:4][N:3]3[CH:2]=1.[H][H]>CO.[Pd]>[C:1]1([CH2:13][CH2:14][C:15]#[N:16])[C:11]2=[C:12]3[C:7](=[CH:8][CH:9]=[CH:10]2)[CH2:6][CH2:5][CH2:4][N:3]3[CH:2]=1. Reported procedure: (E)-3-(5,6-dihydro-4H-pyrrolo[3,2,1-ij]quinolin-1-yl)-acrylonitrile (348 mg, 1.7 mmol) and 10% Pd—C (50 mg) in methanol (20 ml) were stirred at room temperature under 1 atmosphere of hydrogen gas for 6 hours. The mixture was filtered through celite washed with methanol and evaporated to dryness to yield 3-(5,6-dihydro-4H-pyrrolo[3,2,1-ij]quinolin-1-yl)-propionitrile as an off white solid (310 mg). 400 MHz 1H NMR (CDCl3) δ: 7.32 (d, J=8.4 Hz, 1H), 7.03-6.96 (m, 2H), 6.91 (d, J=6.8 Hz, 1H), 4.11 (... Starting materials: N12CC(C(CC1)CC2)O (3-Quinuclidinol), C1(=CC=CC=C1)N=C=S (phenyl isothiocyanate). Yield: 29.0%. Procedure details: 3-Quinuclidinol and phenyl isothiocyanate were used. The reaction solution was heated at reflux under nitrogen for 6 days. The reaction solution was chromatographed using silica gel and elution with 10% methanol in methylene chloride followed by a solution of methylene chloride/methanol/ammonium hydroxide (9:1:0.1) to afford a white foam. This foam was dissolved in ethyl acetate/ether (1:9, 10 mL/g of foam), and the resulting cloudy solution was filtered through diatomaceous earth. The resultant... Product: N12CC(C(CC1)CC2)OC(NC2=CC=CC=C2)=S (N-Phenylthiocarbamic Acid 1-azabicyclo[2.2.2]octan-3-yl Ester). Solvent: C(C)(=O)OCC.CCOCC (ethyl acetate ether). As a reaction SMILES: [N:1]12[CH2:8][CH2:7][CH:4]([CH2:5][CH2:6]1)[CH:3]([OH:9])[CH2:2]2.[C:10]1([N:16]=[C:17]=[S:18])[CH:15]=[CH:14][CH:13]=[CH:12][CH:11]=1>C(OCC)(=O)C.CCOCC>[N:1]12[CH2:8][CH2:7][CH:4]([CH2:5][CH2:6]1)[CH:3]([O:9][C:17](=[S:18])[NH:16][C:10]1[CH:15]=[CH:14][CH:13]=[CH:12][CH:11]=1)[CH2:2]2 |f:2.3|. The reactants are C1(=CC=CC=C1)O (phenol), F (hydrogen fluoride), C(C)(=O)O (acetic acid). Yields the product CC(=O)C=1C=CC(=CC1)O (4-hydroxyacetophenone). Isolated yield 61.6%. Reaction SMILES: [C:1]1([OH:7])[CH:6]=[CH:5][CH:4]=[CH:3][CH:2]=1.F.[C:9](O)(=[O:11])[CH3:10]>>[CH3:10][C:9]([C:4]1[CH:3]=[CH:2][C:1]([OH:7])=[CH:6][CH:5]=1)=[O:11]. Procedure: Dann and Mylius in a dissertation included as part of a series of Reports from the Institute for Applied Chemistry of the University of Erlangen, received for publication on Jan. 7, 1954 and published in Annalen der Chemie 587 Band, pages 1 to 15, disclose the reaction of phenol and glacial acetic acid in the presence of hydrogen fluoride to produce 4-hydroxyacetophenone (4-HAP) in a yield of 61.6%. This reaction may be conventionally characterized as a Friedel-Crafts acetylation of phenol with ... Reactants: C(C(=O)OCC)(=O)OCC (diethyl oxalate), CC[O-].[Na+] (sodium ethylate solution), [Na] (sodium), ClC1=CC=C(C=C1)CC#N (p-chlorophenylacetonitrile). Run in C(C)(=O)O (acetic acid), O (water). Conditions: time 2 hour. The product is C(#N)C(C(C(=O)OCC)=O)C1=CC=C(C=C1)Cl (ethyl 3-cyano-3-(p-chlorophenyl)-pyruvate). As a reaction SMILES: [Cl:1][C:2]1[CH:7]=[CH:6][C:5]([CH2:8][C:9]#[N:10])=[CH:4][CH:3]=1.[C:11](OCC)(=[O:17])[C:12]([O:14][CH2:15][CH3:16])=[O:13].CC[O-].[Na+].[Na]>C(O)(=O)C.O>[C:9]([CH:8]([C:5]1[CH:6]=[CH:7][C:2]([Cl:1])=[CH:3][CH:4]=1)[C:11](=[O:17])[C:12]([O:14][CH2:15][CH3:16])=[O:13])#[N:10] |f:2.3,^1:24|. Procedure details: A mixture of 45.3 g. (0.31 m.) of p-chlorophenylacetonitrile and 107 g. (0.72 m., 99 ml.) of diethyl oxalate in an alcoholic sodium ethylate solution [prepared by dissolving 7.13 g. (0.31 g.-atoms) of sodium in 120 ml. of absolute ethanol] is refluxed with stirring for two hours. The cooled reaction mixture is diluted with 700 ml. of water, acidified with acetic acid and cooled to ice bath temperature. The resulting solid is recrystallized from aqueous methanol to give ethyl 3-cyano-3-(p-chlorop... Starting materials: O1CCCC1 (tetrahydrofuran), CC(C)(C1=CC(=CC=C1)Cl)N(C(CC1=C(C=CC=C1)F)=O)C(C(C)=O)C (N-[1-methyl-1-(3-chlorophenyl)ethyl]-N-(1-methyl-2-oxopropyl)-2-(2-fluorophenyl)acetamide), C[O-].[Na+] (sodium methoxide). Solvent: CO (methanol). Reaction conditions: time 5 minute. Product: CC(C)(C1=CC(=CC=C1)Cl)N1C(C(=C(C1C)C)C1=C(C=CC=C1)F)=O (1-[1-methyl-1-(3-chlorophenyl)ethyl]-4,5-dimethyl-3-(2-fluorophenyl)-3-pyrroline-2-one). The yield is 47.3%. As a reaction SMILES: O1CCCC1.[CH3:6][C:7]([N:16]([CH:27]([CH3:31])[C:28](=O)[CH3:29])[C:17](=[O:26])[CH2:18][C:19]1[CH:24]=[CH:23][CH:22]=[CH:21][C:20]=1[F:25])([C:9]1[CH:14]=[CH:13][CH:12]=[C:11]([Cl:15])[CH:10]=1)[CH3:8].C[O-].[Na+]>CO>[CH3:6][C:7]([N:16]1[CH:27]([CH3:31])[C:28]([CH3:29])=[C:18]([C:19]2[CH:24]=[CH:23][CH:22]=[CH:21][C:20]=2[F:25])[C:17]1=[O:26])([C:9]1[CH:14]=[CH:13][CH:12]=[C:11]([Cl:15])[CH:10]=1)[CH3:8] |f:2.3|. Reported procedure: To 20 ml of tetrahydrofuran were added 2.0 g of N-[1-methyl-1-(3-chlorophenyl)ethyl]-N-(1-methyl-2-oxopropyl)-2-(2-fluorophenyl)acetamide and 1.5 g of a 28% methanol solution of sodium methoxide, followed by stirring at room temperature for 5 minutes. After the solvent was distilled off, water was added, followed by extraction with ethyl acetate. After dried over anhydrous sodium sulfate, the solution was concentrated and then subjected to column chromatography to obtain 0.9 g of the desired 1-[... Reaction SMILES: Cl.Cl[CH2:3][C:4]1[C:9]([F:10])=[CH:8][CH:7]=[CH:6][N:5]=1.BrCC1CCCCO1.[NH:19]1[C:27]2[C:22](=[CH:23][CH:24]=[CH:25][CH:26]=2)[C:21]2([C:39]3[C:30](=[CH:31][C:32]4[O:37][CH2:36][CH2:35][O:34][C:33]=4[CH:38]=3)[O:29][CH2:28]2)[C:20]1=[O:40]>>[F:10][C:9]1[C:4]([CH2:3][N:19]2[C:27]3[C:22](=[CH:23][CH:24]=[CH:25][CH:26]=3)[C:21]3([C:39]4[C:30](=[CH:31][C:32]5[O:37][CH2:36][CH2:35][O:34][C:33]=5[CH:38]=4)[O:29][CH2:28]3)[C:20]2=[O:40])=[N:5][CH:6]=[CH:7][CH:8]=1 |f:0.1|. Yields the product FC=1C(=NC=CC1)CN1C(C2(C3=CC=CC=C13)COC1=CC3=C(OCCO3)C=C12)=O (1′-[(3-fluoropyridin-2-yl)methyl]-2,3-dihydrospiro[furo[2,3-g][1,4]benzodioxine-8,3′-indol]-2′(1′H)-one). Reactants: Cl.ClCC1=NC=CC=C1F (2-(chloromethyl)-3-fluoropyridine hydrochloride), 5,6-dihydrospiro[benzo[1,2-b:5,4-b′]difuran-3,3′-indol]-2″(1′H)-one, BrCC1OCCCC1 (2-(bromomethyl)tetrahydro-2H-pyran), N1C(C2(C3=CC=CC=C13)COC1=CC3=C(OCCO3)C=C12)=O (2,3-dihydrospiro[furo[2,3-g][1,4]benzodioxine-8,3′-indol]-2′(1′H)-one). Procedure details: Following the procedure as described in EXAMPLE 4 and making non-critical variations using 2-(chloromethyl)-3-fluoropyridine hydrochloride (Weidmann, K. et al., J. Med. Chem. (1992), (35):438) to replace 2-(bromomethyl)tetrahydro-2H-pyran, and 2,3-dihydrospiro[furo[2,3-g][1,4]benzodioxine-8,3′-indol]-2′(1′H)-one to replace 5,6-dihydrospiro[benzo[1,2-b:5,4-b′]difuran-3,3′-indol]-2″(1′H)-one, 1′-[(3-fluoropyridin-2-yl)methyl]-2,3-dihydrospiro[furo[2,3-g][1,4]benzodioxine-8,3′-indol]-2′(1′H)-one wa... Starting materials: CN(NS(=O)(=O)NC(=O)N1C([C@H](C1)NC(=O)OCC1=CC=CC=C1)=O)C(=O)C=1N(C=C(C(C1)=O)OCC1=CC=CC=C1)CC1=CC=CC=C1 ((S)-1,4-dihydro-4-oxo-5-(phenylmethoxy)-1-(phenylmethyl)-2-pyridinecarboxylic acid, 1-methyl-2-[[[[2-oxo-3-[[(phenylmethoxy)carbonyl]amino]-1-azetidinyl]carbonyl]amino]sulfonyl]hydrazide), FC(C(=O)O)(F)F (trifluoroacetic acid). Reagents/catalysts: [Pd] (palladium on charcoal). Run in CN(C=O)C (dimethylformamide). Run at time 60 minute. Product: FC(C(=O)O)(F)F.NC1C(N(C1)C(=O)NS(=O)(=O)NN(C(=O)C=1NC=C(C(C1)=O)O)C)=O (1,4-Dihydro-5-hydroxy-4-oxo-2-pyridinecarboxylic acid, 2-[[[(3-amino-2-oxo-1-azetidinyl)carbonyl]amino]sulfonyl]-1-methylhydrazide, trifluoroacetate salt). Isolated yield 86.6%. As a reaction SMILES: [CH3:1][N:2]([C:26]([C:28]1[N:29](CC2C=CC=CC=2)[CH:30]=[C:31]([O:35]CC2C=CC=CC=2)[C:32](=[O:34])[CH:33]=1)=[O:27])[NH:3][S:4]([NH:7][C:8]([N:10]1[CH2:13][C@H:12]([NH:14]C(OCC2C=CC=CC=2)=O)[C:11]1=[O:25])=[O:9])(=[O:6])=[O:5].[F:50][C:51]([F:56])([F:55])[C:52]([OH:54])=[O:53]>CN(C)C=O.[Pd]>[F:50][C:51]([F:56])([F:55])[C:52]([OH:54])=[O:53].[NH2:14][CH:12]1[CH2:13][N:10]([C:8]([NH:7][S:4]([NH:3][N:2]([CH3:1])[C:26]([C:28]2[NH:29][CH:30]=[C:31]([OH:35])[C:32](=[O:34])[CH:33]=2)=[O:27])(=[O:5])=[O:6])=[O:9])[C:11]1=[O:25] |f:4.5|. Procedure details: To a solution of 2 g of (S)-1,4-dihydro-4-oxo-5-(phenylmethoxy)-1-(phenylmethyl)-2-pyridinecarboxylic acid, 1-methyl-2-[[[[2-oxo-3-[[(phenylmethoxy)carbonyl]amino]-1-azetidinyl]carbonyl]amino]sulfonyl]hydrazide in 60 ml of dimethylformamide, 1.1 ml of trifluoroacetic acid was added, followed by one gram of palladium on charcoal (10%). After flushing with nitrogen, hydrogen was passed through the solution for 60 minutes with stirring, the catalyst was removed by filtration, the filtrate evaporate... Starting materials: CCOC(=O)CCc1ccccc1SC1=NCCS1, C1CCOC1, [Li+], [OH-], O, O. Yields the product O=C(O)CCc1ccccc1SC1=NCCS1. Reaction SMILES: [CH2:1]([CH3:2])[O:3][C:4]([CH2:5][CH2:6][c:7]1[c:8]([S:13][C:14]2=[N:18][CH2:17][CH2:16][S:15]2)[cH:9][cH:10][cH:11][cH:12]1)=[O:19].[CH2:23]1[O:24][CH2:25][CH2:26][CH2:27]1.[Li+:22].[OH-:21].[OH2:20].[OH2:28]>>[O:3]=[C:4]([CH2:5][CH2:6][c:7]1[c:8]([S:13][C:14]2=[N:18][CH2:17][CH2:16][S:15]2)[cH:9][cH:10][cH:11][cH:12]1)[OH:19]. Starting materials: O=C(O)C=Nc1cc(Cl)ccc1C(=O)O, CO, O=S(=O)(O)O. Product: COC(=O)C=Nc1cc(Cl)ccc1C(=O)O. RXN SMILES: [C:1](=[O:2])([OH:3])[CH:4]=[N:5][c:6]1[c:7]([C:8](=[O:9])[OH:10])[cH:11][cH:12][c:13]([Cl:15])[cH:14]1.[CH3:21][OH:22].[S:16](=[O:17])(=[O:18])([OH:19])[OH:20]>>[C:1](=[O:2])([O:3][CH3:21])[CH:4]=[N:5][c:6]1[c:7]([C:8](=[O:9])[OH:10])[cH:11][cH:12][c:13]([Cl:15])[cH:14]1. Reactants: CSC1=NC(C=2C=NN3C(=CCN1C32)C3=CC(=CC=C3)C(F)(F)F)=O (5-(Methylthio)-8-[3-(trifluoromethyl)phenyl]-3H,6H-1,4,5a,8a-tetraazaacenaphthylen-3-one), ClC1=CC=C(CN)C=C1 (4-chlorobenzylamine). Product: ClC1=CC=C(C=C1)CNC1=NC(C=2C=NN3C(=CCN1C32)C3=CC(=CC=C3)C(F)(F)F)=O (5-[[(4-Chlorophenyl)methyl]amino]-8-[3-(trifluoromethyl)phenyl]-3H,6H-1,4,5a,8a-tetraazaacenaphthylen-3-one). Reaction SMILES: CS[C:3]1[N:13]2[C:14]3[N:9]([C:10]([C:15]4[CH:20]=[CH:19][CH:18]=[C:17]([C:21]([F:24])([F:23])[F:22])[CH:16]=4)=[CH:11][CH2:12]2)[N:8]=[CH:7][C:6]=3[C:5](=[O:25])[N:4]=1.[Cl:26][C:27]1[CH:34]=[CH:33][C:30]([CH2:31][NH2:32])=[CH:29][CH:28]=1>>[Cl:26][C:27]1[CH:34]=[CH:33][C:30]([CH2:31][NH:32][C:3]2[N:13]3[C:14]4[N:9]([C:10]([C:15]5[CH:20]=[CH:19][CH:18]=[C:17]([C:21]([F:22])([F:23])[F:24])[CH:16]=5)=[CH:11][CH2:12]3)[N:8]=[CH:7][C:6]=4[C:5](=[O:25])[N:4]=2)=[CH:29][CH:28]=1. Reported procedure: A 400 mg amount of 5-(methylthio)-8-[3-(trifluoromethyl)phenyl]-3H,6H-1,4,5a,8a-tetraazaacena-phthylen-3-one (prepared as described in Example 9) in 25.0 mg of 4-chlorobenzylamine was heated at 70° C. for 36 hours. The precipitate which formed was collected by filtration to give the product of the example as a white solid, m.p. 281°-282° C.